From a dataset of the Open Reaction Database (ORD), a public repository of structured organic reaction records. describe an organic reaction: reactants, conditions, products, and yield Reactants: C1(=CC=CC=C1)C(N1CC2(CO2)C1)C1=CC=CC=C1 (5-(diphenylmethyl)-1-oxa-5-azaspiro[2.3]hexane), O (water), [H-].[Na+] (Sodium hydride), FC1=CC=C(C=C1)S (4-fluorobenzenethiol). Solvent: C1CCOC1 (THF), C1CCOC1 (THF). Reaction conditions: time 10 minute. The product is C1(=CC=CC=C1)C(N1CC(C1)(O)CSC1=CC=C(C=C1)F)C1=CC=CC=C1 (1-(Diphenylmethyl)-3-{[(4-fluorophenyl)thio]methyl}azetidin-3-ol). Isolated yield 80.0%. As a reaction SMILES: [H-].[Na+].[F:3][C:4]1[CH:9]=[CH:8][C:7]([SH:10])=[CH:6][CH:5]=1.[C:11]1([CH:17]([C:24]2[CH:29]=[CH:28][CH:27]=[CH:26][CH:25]=2)[N:18]2[CH2:23][C:20]3([O:22][CH2:21]3)[CH2:19]2)[CH:16]=[CH:15][CH:14]=[CH:13][CH:12]=1.O>C1COCC1>[C:24]1([CH:17]([C:11]2[CH:12]=[CH:13][CH:14]=[CH:15][CH:16]=2)[N:18]2[CH2:23][C:20]([CH2:21][S:10][C:7]3[CH:8]=[CH:9][C:4]([F:3])=[CH:5][CH:6]=3)([OH:22])[CH2:19]2)[CH:25]=[CH:26][CH:27]=[CH:28][CH:29]=1 |f:0.1|. Reported procedure: Sodium hydride (0.128 g of a 60% dispersion in mineral oil, 3.2 mmol) was added to a solution of 4-fluorobenzenethiol (0.29 mL, 2.7 mmol) in THF (10 mL). The resulting mixture was stirred at room temperature for 10 min and then cooled to 0° C. A solution of 5-(diphenylmethyl)-1-oxa-5-azaspiro[2.3]hexane [prepared by the method of J. L. Castro Pineiro et al. WO 97/42189] (0.68 g, 2.71 mmol) in THF (8 mL) was added and the resulting mixture stirred at −1° C. for 40 min then at room temperature ove... The reactants are B (borane), CO (methanol), N1(CCOCC1)C(C[C@H](CSC1=CC=CC=C1)N)=O ((1R)-3-(4-morpholinyl)-3-oxo-1-((phenylsulfanyl)methyl)propylamine), CO (methanol). Solvent: C1CCOC1 (THF), C1CCOC1 (THF). Run at temperature 55 celsius, time 18 hour. Yields the product N1(CCOCC1)CC[C@H](CSC1=CC=CC=C1)N ((1R)-3-(4-morpholinyl)-1-((phenylsulfanyl)methyl)propylamine). Isolated yield 60.5%. Reaction SMILES: [N:1]1([C:7](=O)[CH2:8][C@@H:9]([NH2:18])[CH2:10][S:11][C:12]2[CH:17]=[CH:16][CH:15]=[CH:14][CH:13]=2)[CH2:6][CH2:5][O:4][CH2:3][CH2:2]1.B.CO>C1COCC1>[N:1]1([CH2:7][CH2:8][C@@H:9]([NH2:18])[CH2:10][S:11][C:12]2[CH:17]=[CH:16][CH:15]=[CH:14][CH:13]=2)[CH2:2][CH2:3][O:4][CH2:5][CH2:6]1. Reported procedure: A solution of EXAMPLE 21E (6.00 g, 21.4 mmol) in THF (80 mL) was heated to 55° C. and treated dropwise with a solution of 1M borane in THF (85 mL, 85.0 mmol) over a 1 hour period. The resulting reaction mixture was stirred at 55° C. for 18 hours, cooled to 0° C., treated dropwise with methanol (10 mL), treated with 150 mL additional methanol, and concentrated. The crude residue was dissolved in methanol (70 mL), treated with methanolic HCl (100 mL), and heated to reflux for 24 hours. The mixture... The reactants are O=C([O-])[O-], CCOC(=O)c1ccc2c(c1)CC(C)(C)C(c1ccc(Br)cc1)N2, C1COCCN1, CN(C)CC(=O)O, CS(C)=O, CCOC(C)=O, Cl, [Cu]I, [K+], [K+]. Yields the product CCOC(=O)c1ccc2c(c1)CC(C)(C)C(c1ccc(N3CCOCC3)cc1)N2. RXN SMILES: [C:39](=[O:40])([O-:41])[O-:42].[CH2:1]([CH3:2])[O:3][C:4](=[O:5])[c:6]1[cH:7][c:8]2[c:13]([cH:14][cH:15]1)[NH:12][CH:11]([c:16]1[cH:17][cH:18][c:19]([Br:22])[cH:20][cH:21]1)[C:10]([CH3:23])([CH3:24])[CH2:9]2.[CH2:25]1[CH2:26][O:27][CH2:28][CH2:29][NH:30]1.[CH3:32][N:33]([CH3:34])[CH2:35][C:36]([OH:37])=[O:38].[CH3:45][S:46]([CH3:47])=[O:48].[CH3:51][CH2:52][O:53][C:54](=[O:55])[CH3:56].[ClH:31].[Cu:49][I:50].[K+:43].[K+:44]>>[CH2:1]([CH3:2])[O:3][C:4](=[O:5])[c:6]1[cH:7][c:8]2[c:13]([cH:14][cH:15]1)[NH:12][CH:11]([c:16]1[cH:17][cH:18][c:19]([N:30]3[CH2:25][CH2:26][O:27][CH2:28][CH2:29]3)[cH:20][cH:21]1)[C:10]([CH3:23])([CH3:24])[CH2:9]2. Starting materials: Cc1ccccc1, N#CCC(=O)c1ccccc1Cl, NC(=Nc1ccccc1)c1ccccc1. The product is N#CC(=CNc1ccccc1)C(=O)c1ccccc1Cl. Reaction SMILES: [CH3:28][c:29]1[cH:30][cH:31][cH:32][cH:33][cH:34]1.[Cl:1][c:2]1[c:3]([C:4](=[O:5])[CH2:6][C:7]#[N:8])[cH:9][cH:10][cH:11][cH:12]1.[c:13]1([N:19]=[C:20]([c:21]2[cH:22][cH:23][cH:24][cH:25][cH:26]2)[NH2:27])[cH:14][cH:15][cH:16][cH:17][cH:18]1>>[Cl:1][c:2]1[c:3]([C:4](=[O:5])[C:6]([C:7]#[N:8])=[CH:20][NH:19][c:13]2[cH:14][cH:15][cH:16][cH:17][cH:18]2)[cH:9][cH:10][cH:11][cH:12]1.